From a dataset of the Open Reaction Database (ORD), a public repository of structured organic reaction records. describe an organic reaction: reactants, conditions, products, and yield Solvent: C1CCCCC1 (cyclohexane). RXN SMILES: [Br:1][C:2]1[C:13]2=[C:14]3[N:9]([CH:10]([CH3:15])[CH2:11][CH2:12]2)[CH:8]=[C:7]([C:16]([OH:18])=[O:17])[C:6](=[O:19])[C:5]3=[CH:4][C:3]=1[F:20].S(Cl)(Cl)=O>CN(C)C=O.C1CCCCC1>[Br:1][C:2]1[C:13]2=[C:14]3[N:9]([CH:10]([CH3:15])[CH2:11][CH2:12]2)[CH:8]=[C:7]([C:16]([O:18][CH2:7][CH2:8][N:9]([CH3:14])[CH3:10])=[O:17])[C:6](=[O:19])[C:5]3=[CH:4][C:3]=1[F:20]. Starting materials: BrC1=C(C=C2C(C(=CN3C(CCC1=C23)C)C(=O)O)=O)F (8-bromo-6,7-dihydro-9-fluoro-5-methyl-1-oxo-1H,5H-benzo[ij]quinolizine-2-carboxylic acid), S(=O)(Cl)Cl (thionyl chloride). The reagents and catalysts are CN(C=O)C (N,N-dimethylformamide). Reported procedure: A mixture of 3.0 g of 8-bromo-6,7-dihydro-9-fluoro-5-methyl-1-oxo-1H,5H-benzo[ij]quinolizine-2-carboxylic acid, 25 ml of thionyl chloride and 2 drops of N,N-dimethylformamide was heated on a steam bath for 15 minutes. The excess thionyl chloride was removed by evaporation. The residue of solid 8-bromo-6,7-dihydro-9-fluoro-5-methyl-1-oxo-1H,5H-benzo[ij]quinolizine-2-carboxyl chloride was suspended in 100 ml of dichloromethane, the mixture was stirred and 10 ml of dimethylaminoethanol was added. A... The product is BrC1=C(C=C2C(C(=CN3C(CCC1=C23)C)C(=O)OCCN(C)C)=O)F (N,N-dimethylaminoethyl 8-bromo-6,7-dihydro-9-fluoro-5-methyl-1-oxo-1H,5H-benzo[ij]quinolizine-2-carboxylate). Reactants: O=[N+]([O-])c1ccc(F)cc1Br, OB(O)c1ccc(Cl)cc1Cl, O, [Pd], c1ccc(P(c2ccccc2)c2ccccc2)cc1, c1ccc(P(c2ccccc2)c2ccccc2)cc1, c1ccc(P(c2ccccc2)c2ccccc2)cc1, c1ccc(P(c2ccccc2)c2ccccc2)cc1, c1ccccc1. Product: O=[N+]([O-])c1ccc(F)cc1-c1ccc(Cl)cc1Cl. As a reaction SMILES: [Br:1][c:2]1[c:3]([N+:9](=[O:10])[O-:11])[cH:4][cH:5][c:6]([F:8])[cH:7]1.[Cl:12][c:13]1[c:14]([B:20]([OH:21])[OH:22])[cH:15][cH:16][c:17]([Cl:19])[cH:18]1.[OH2:29].[Pd:30].[c:31]1([P:32]([c:33]2[cH:34][cH:35][cH:36][cH:37][cH:38]2)[c:39]2[cH:40][cH:41][cH:42][cH:43][cH:44]2)[cH:45][cH:46][cH:47][cH:48][cH:49]1.[c:50]1([P:51]([c:52]2[cH:53][cH:54][cH:55][cH:56][cH:57]2)[c:58]2[cH:59][cH:60][cH:61][cH:62][cH:63]2)[cH:64][cH:65][cH:66][cH:67][cH:68]1.[c:69]1([P:70]([c:71]2[cH:72][cH:73][cH:74][cH:75][cH:76]2)[c:77]2[cH:78][cH:79][cH:80][cH:81][cH:82]2)[cH:83][cH:84][cH:85][cH:86][cH:87]1.[c:88]1([P:89]([c:90]2[cH:91][cH:92][cH:93][cH:94][cH:95]2)[c:96]2[cH:97][cH:98][cH:99][cH:100][cH:101]2)[cH:102][cH:103][cH:104][cH:105][cH:106]1.[cH:23]1[cH:24][cH:25][cH:26][cH:27][cH:28]1>>[c:2]1(-[c:14]2[c:13]([Cl:12])[cH:18][c:17]([Cl:19])[cH:16][cH:15]2)[c:3]([N+:9](=[O:10])[O-:11])[cH:4][cH:5][c:6]([F:8])[cH:7]1.